From a dataset of the Open Reaction Database (ORD), a public repository of structured organic reaction records. describe an organic reaction: reactants, conditions, products, and yield The reactants are N1=CC(=CC=C1)C=O (pyridine-3-carboxaldehyde), C[C@H]1N(CCNC1)C=1C=CC=2N(N1)C(=NN2)C(F)(F)F (6-[(2R)-2-methylpiperazin-1-yl]-3-(trifluoromethyl)-[1,2,4]triazolo[4,3-b]pyridazine). Product: C[C@H]1N(CCN(C1)CC=1C=NC=CC1)C=1C=CC=2N(N1)C(=NN2)C(F)(F)F (6-[(2R)-2-methyl-4-(pyridin-3-ylmethyl)piperazin-1-yl]-3-(trifluoromethyl)[1,2,4]triazolo[4,3-b]pyridazine). As a reaction SMILES: [N:1]1[CH:6]=[CH:5][CH:4]=[C:3]([CH:7]=O)[CH:2]=1.[CH3:9][C@@H:10]1[CH2:15][NH:14][CH2:13][CH2:12][N:11]1[C:16]1[CH:17]=[CH:18][C:19]2[N:20]([C:22]([C:25]([F:28])([F:27])[F:26])=[N:23][N:24]=2)[N:21]=1>>[CH3:9][C@@H:10]1[CH2:15][N:14]([CH2:7][C:3]2[CH:2]=[N:1][CH:6]=[CH:5][CH:4]=2)[CH2:13][CH2:12][N:11]1[C:16]1[CH:17]=[CH:18][C:19]2[N:20]([C:22]([C:25]([F:27])([F:26])[F:28])=[N:23][N:24]=2)[N:21]=1. Procedure details: A mixture of pyridine-3-carboxaldehyde and 6-[(2R)-2-methylpiperazin-1-yl]-3-(trifluoromethyl)-[1,2,4]triazolo[4,3-b]pyridazine was allowed to react by General Synthetic Method 5 to give 6-[(2R)-2-methyl-4-(pyridin-3-ylmethyl)piperazin-1-yl]-3-(trifluoromethyl)[1,2,4]triazolo[4,3-b]pyridazine in quantitative yield. Starting materials: C(CCC)[Li] (n-butyl lithium), CCCCCC (n-hexane), BrCCCOC1OCCCC1 (2-(3-bromopropyloxy)tetrahydropyran), CCCCCC (n-hexane), ice water, CCCCCC (n-hexane), C(=O)=O.CC(=O)C (dry ice acetone), CC(C)([O-])C.[K+] (potassium tert.-butoxide), CCCCCC (n-hexane). Run in CC=1C=CC=CC1C (o-xylene). Product: O1C(CCCC1)OCCCCC1=C(C=CC=C1)CCCCOC1OCCCC1 (1,2-bis[4-(2-tetrahydropyranyloxy)butyl]benzene). Reaction SMILES: [CH3:1][C:2]([CH3:5])([O-])[CH3:3].[K+].[CH2:7]([Li])[CH2:8][CH2:9][CH3:10].[C:12](=[O:14])=[O:13].[CH3:15][C:16]([CH3:18])=O.Br[CH2:20][CH2:21][CH2:22][O:23][CH:24]1[CH2:29][CH2:28][CH2:27][CH2:26][O:25]1.[CH3:30][CH2:31][CH2:32][CH2:33]CC>CC1C=CC=CC=1C>[O:25]1[CH2:26][CH2:27][CH2:28][CH2:29][CH:24]1[O:23][CH2:22][CH2:21][CH2:20][CH2:1][C:2]1[CH:5]=[CH:18][CH:16]=[CH:15][C:3]=1[CH2:10][CH2:9][CH2:8][CH2:7][O:13][CH:12]1[CH2:33][CH2:32][CH2:31][CH2:30][O:14]1 |f:0.1,3.4|. Procedure details: To 17.5 ml of absolute n-hexane were added 530 mg of o-xylene and 1.40 g of potassium tert.-butoxide, followed by dropwise addition of 8.4 ml of 1.6M n-butyl lithium in n-hexane over 5 minutes with stirring at a room temperature, and the mixture was refluxed for an hour to obtain a vermilion-colored suspension. The suspension was cooled with dry ice/acetone, and after adding at once solution of 4.46 g 2-(3-bromopropyloxy)tetrahydropyran in 2.5 ml of absolute n-hexane with stirring, further stirr... Starting materials: [OH-].[Na+] (sodium hydroxide), NC=1C(=CC2=CC=CC=C2C1)O (3-Amino-2-naphthol), C(C)I (ethyl iodide), [H-].[Na+] (sodium hydride). The solvent is CN1C(CCC1)=O (N-methylpyrrolidone). Product: COC=1C(=CC2=CC=CC=C2C1)N ((3-methoxy-2-naphthyl)amine). Yield: 52.3%. As a reaction SMILES: [NH2:1][C:2]1[C:3]([OH:12])=[CH:4][C:5]2[C:10]([CH:11]=1)=[CH:9][CH:8]=[CH:7][CH:6]=2.[H-].[Na+].[CH2:15](I)C.[OH-].[Na+]>CN1CCCC1=O>[CH3:15][O:12][C:3]1[C:2]([NH2:1])=[CH:11][C:10]2[C:5]([CH:4]=1)=[CH:6][CH:7]=[CH:8][CH:9]=2 |f:1.2,4.5|. Procedure: 3-Amino-2-naphthol (7.96 g, 50.0 mmol) was dissolved in N-methylpyrrolidone (190 ml), and the mixture was stirred under ice-cooling. Then, 60% sodium hydride (2.08 g, 52 mmol) was added, and the mixture was stirred at the same temperature for 40 min. Then, ethyl iodide (3.3 ml, 53 mmol) was added, and the mixture was stirred at the same temperature for 2 hr. To the reaction mixture was added diluted aqueous sodium hydroxide solution, and the mixture was extracted with an ethyl acetate-hexane=1:1... Product: c1ccc2c(c1)CNc1cccnc1O2. The reactants are B, CSC, CO, C1CCOC1, O=C1Nc2cccnc2Oc2ccccc21. RXN SMILES: [BH3:20].[CH3:17][S:18][CH3:19].[CH3:21][OH:22].[O:23]1[CH2:24][CH2:25][CH2:26][CH2:27]1.[n:1]1[cH:2][cH:3][cH:4][c:5]2[c:6]1[O:7][c:8]1[c:9]([cH:13][cH:14][cH:15][cH:16]1)[C:10](=[O:12])[NH:11]2>>[n:1]1[cH:2][cH:3][cH:4][c:5]2[c:6]1[O:7][c:8]1[c:9]([cH:13][cH:14][cH:15][cH:16]1)[CH2:10][NH:11]2. Reactants: IC (iodomethane), [H-].[Na+] (Sodium hydride), oil, C(C)OC(=O)C1(CCCC1)CO (1-hydroxymethyl-cyclopentanecarboxylic acid ethyl ester). The solvent is C1CCOC1 (THF). Conditions: time 14 hour. The product is C(C)OC(=O)C1(CCCC1)COC (1-Methoxymethyl-cyclopentanecarboxylic acid ethyl ester). Isolated yield 73.9%. RXN SMILES: [H-].[Na+].[CH2:3]([O:5][C:6]([C:8]1([CH2:13][OH:14])[CH2:12][CH2:11][CH2:10][CH2:9]1)=[O:7])[CH3:4].I[CH3:16]>C1COCC1>[CH2:3]([O:5][C:6]([C:8]1([CH2:13][O:14][CH3:16])[CH2:12][CH2:11][CH2:10][CH2:9]1)=[O:7])[CH3:4] |f:0.1|. Procedure: 60% Sodium hydride in mineral oil (6.2 g, 130.8 mmol) is added to a solution of 1-hydroxymethyl-cyclopentanecarboxylic acid ethyl ester (15.0 g, 87.2 mmol) in 100.0 mL of THF at 0° C., followed by the addition of iodomethane (13.6 g, 95.9 mmol) and the reaction mixture is stirred at room temperature for 14 hours. After this time, the reaction mixture is quenched with ice water and then extracted with ethyl acetate twice. The organics are combined and washed with water twice then brine, dried ove... Starting materials: CP(=O)(OCC1=CC=CC=C1)CC(=O)OC ([methyl(phenylmethoxy)phosphinyl]acetic acid, methyl ester), C1(=CC=CC=C1)CBr (Phenylmethyl bromide), C(C)(=O)O (acetic acid), C(C)(C)[N-]C(C)C.[Li+] (lithium diisopropylamide). Solvent: CCOCC (ether), O1CCCC1 (tetrahydrofuran), O1CCCC1 (tetrahydrofuran), O1CCCC1 (tetrahydrofuran). Conditions: time 20 minute. Product: C1(=CC=CC=C1)COP(=O)(CCC1=CC=CC=C1)CC(=O)OC ([(Phenylmethoxy)-(2-phenylethyl)phosphinyl]acetic acid, methyl ester). Reaction SMILES: [CH3:1][P:2]([CH2:12][C:13]([O:15][CH3:16])=[O:14])([O:4][CH2:5][C:6]1[CH:11]=[CH:10][CH:9]=[CH:8][CH:7]=1)=[O:3].C([N-]C(C)C)(C)C.[Li+].[C:25]1([CH2:31]Br)[CH:30]=[CH:29][CH:28]=[CH:27][CH:26]=1.C(O)(=O)C>O1CCCC1.CCOCC>[C:6]1([CH2:5][O:4][P:2]([CH2:12][C:13]([O:15][CH3:16])=[O:14])([CH2:1][CH2:31][C:25]2[CH:30]=[CH:29][CH:28]=[CH:27][CH:26]=2)=[O:3])[CH:11]=[CH:10][CH:9]=[CH:8][CH:7]=1 |f:1.2|. Procedure: A solution of [methyl(phenylmethoxy)phosphinyl]acetic acid, methyl ester (1.0 gm., 0.004 mole) in 20 ml. of tetrahydrofuran is added over 50 minutes to a solution of lithium diisopropylamide (0.008 mol.) in tetrahydrofuran maintained at -78° under argon. Following the addition, stirring is continued at -78° for 20 minutes. Phenylmethyl bromide (0.684 gm., 0.004 mol.) in tetrahydrofuran (5 ml.) is then added and the mixture is stirred for 2 hours at -78° and for one hour at 0°. The mixture is the... Starting materials: ClC1=NC=CC(=N1)Cl (2,4-Dichloropyrimidine), FC1=C(C=C(C=C1)[N+](=O)[O-])B1OC(C(O1)(C)C)(C)C (2-(2-fluoro-5-nitrophenyl)-4,4,5,5-tetramethyl-[1,3,2]dioxaborolane). The product is ClC1=NC=CC(=N1)C1=C(C=CC(=C1)[N+](=O)[O-])F (2-chloro-4-(2-fluoro-5-nitrophenyl)-pyrimidine). Reaction SMILES: [Cl:1][C:2]1[N:7]=[C:6](Cl)[CH:5]=[CH:4][N:3]=1.[F:9][C:10]1[CH:15]=[CH:14][C:13]([N+:16]([O-:18])=[O:17])=[CH:12][C:11]=1B1OC(C)(C)C(C)(C)O1>>[Cl:1][C:2]1[N:7]=[C:6]([C:11]2[CH:12]=[C:13]([N+:16]([O-:18])=[O:17])[CH:14]=[CH:15][C:10]=2[F:9])[CH:5]=[CH:4][N:3]=1. Reported procedure: 2,4-Dichloropyrimidine (2.0 g, 13 mmol) was coupled to 2-(2-fluoro-5-nitrophenyl)-4,4,5,5-tetramethyl-[1,3,2]dioxaborolane (3.9 g, 15 mmol) using the method of Example 20. Purification by chromatography (silica gel, 20% isohexane/CH2Cl2) gave 2-chloro-4-(2-fluoro-5-nitrophenyl)-pyrimidine as a white solid: 1H NMR (400 MHz, CDCl3) δ 7.40 (1H, dd, J 10, 9 Hz), 7.85 (1H, dd, J 5, 2 Hz), 8.38-8.43 (1H, m), 8.77 (1H, d, J 6), 9.16 (1H, q, J 3 Hz).